This data is from the Open Reaction Database (ORD), a public repository of structured organic reaction records. The task is: describe an organic reaction: reactants, conditions, products, and yield As a reaction SMILES: [Cl:46][CH2:47][Cl:48].[F:1][c:2]1[cH:3][cH:4][c:5]([CH2:8][n:9]2[c:10]([S:18][CH:19]3[CH2:20][CH2:21][N:22]([S:25](=[O:26])(=[O:27])[c:28]4[cH:29][cH:30][c:31]([CH3:34])[cH:32][cH:33]4)[CH2:23][CH2:24]3)[n:11][c:12]3[c:13]2[cH:14][cH:15][cH:16][cH:17]3)[cH:6][cH:7]1.[OH:35][O:36][C:37]([c:38]1[cH:39][c:40]([Cl:41])[cH:42][cH:43][cH:44]1)=[O:45]>>[F:1][c:2]1[cH:3][cH:4][c:5]([CH2:8][n:9]2[c:10]([S:18]([CH:19]3[CH2:20][CH2:21][N:22]([S:25](=[O:26])(=[O:27])[c:28]4[cH:29][cH:30][c:31]([CH3:34])[cH:32][cH:33]4)[CH2:23][CH2:24]3)=[O:35])[n:11][c:12]3[c:13]2[cH:14][cH:15][cH:16][cH:17]3)[cH:6][cH:7]1. Starting materials: ClCCl, Cc1ccc(S(=O)(=O)N2CCC(Sc3nc4ccccc4n3Cc3ccc(F)cc3)CC2)cc1, O=C(OO)c1cccc(Cl)c1. Yields the product Cc1ccc(S(=O)(=O)N2CCC(S(=O)c3nc4ccccc4n3Cc3ccc(F)cc3)CC2)cc1.